From a dataset of the Open Reaction Database (ORD), a public repository of structured organic reaction records. describe an organic reaction: reactants, conditions, products, and yield The reactants are ClC1=CC=C(C=2B(OC(C21)C[N+](=O)[O-])O)OCCCO (4-Chloro-7-(3-hydroxy-propoxy)-3-nitromethyl-3H-benzo[c][1,2]oxaborol-1-ol), [H][H] (hydrogen). The reagents and catalysts are [Ni] (Ni). Solvent: N (ammonia). Yields the product Cl.NCC1C2=C(B(O1)O)C(=CC=C2Cl)OCCCO (3-Aminomethyl-4-chloro-7-(3-hydroxy-propoxy)-3H-benzo[c][1,2]oxaborol-1-ol hydrogen chloride). The yield is 241.2%. As a reaction SMILES: [Cl:1][C:2]1[C:10]2[CH:9]([CH2:11][N+:12]([O-])=O)[O:8][B:7]([OH:15])[C:6]=2[C:5]([O:16][CH2:17][CH2:18][CH2:19][OH:20])=[CH:4][CH:3]=1.[H][H]>N.[Ni]>[ClH:1].[NH2:12][CH2:11][CH:9]1[O:8][B:7]([OH:15])[C:6]2[C:5]([O:16][CH2:17][CH2:18][CH2:19][OH:20])=[CH:4][CH:3]=[C:2]([Cl:1])[C:10]1=2 |f:4.5|. Reported procedure: 4-Chloro-7-(3-hydroxy-propoxy)-3-nitromethyl-3H-benzo[c][1,2]oxaborol-1-ol (105 mg, 0.35 mmol) in methanolic ammonia solution (2 M, 20 mL) was added Ra/Ni (0.15 g, 2800 Nickel slurry in water) and the reaction vessel was pressurized to 40 psi with hydrogen overnight at room temperature. The resultant mixture was filtered through a pad of Celite® and washed with EtOAc. The filtrate was concentrated in vacuo and the residue was added water (1 mL), followed by conc HCl to pH 1. The heterogeneous mi... Reactants: N1=CC(=CC=C1)C=CC1=NC2=CC=CC=C2C(N1)=O (2-(2-(3-pyridyl)vinyl)quinazolin-4-one), S(=O)(Cl)Cl (thionyl chloride). The reagents and catalysts are CN(C=O)C (dimethylformamide). Yields the product ClC1=NC(=NC2=CC=CC=C12)C=CC=1C=NC=CC1 (4-chloro-2-(2-(3-pyridyl)vinyl)quinazoline). As a reaction SMILES: [N:1]1[CH:6]=[CH:5][CH:4]=[C:3]([CH:7]=[CH:8][C:9]2[NH:18][C:17](=O)[C:16]3[C:11](=[CH:12][CH:13]=[CH:14][CH:15]=3)[N:10]=2)[CH:2]=1.S(Cl)([Cl:22])=O>CN(C)C=O>[Cl:22][C:17]1[C:16]2[C:11](=[CH:12][CH:13]=[CH:14][CH:15]=2)[N:10]=[C:9]([CH:8]=[CH:7][C:3]2[CH:2]=[N:1][CH:6]=[CH:5][CH:4]=2)[N:18]=1. Procedure: A suspension of the quinazolinone compound (2.9 g, prepared in Reference example 15) in thionyl chloride (25 mL) and a few drops of dimethylformamide was heated at reflux for three hours. The mixture was then concentrated, the concentrate poured into 150 mL portions of chloroform, dried over potassium carbonate and concentrated to obtain the title compound (1.1 g) as a red oil. Reactants: COC(=O)C(N)Cc1ccc(NC(=O)c2c(C)cccc2Cl)cc1, O=C(O)c1c(Cl)cccc1Cl. RXN SMILES: [CH3:1][O:2][C:3]([CH:4]([NH2:5])[CH2:6][c:7]1[cH:8][cH:9][c:10]([NH:13][C:14](=[O:15])[c:16]2[c:17]([Cl:23])[cH:18][cH:19][cH:20][c:21]2[CH3:22])[cH:11][cH:12]1)=[O:24].[OH:25][C:26](=[O:27])[c:28]1[c:29]([Cl:30])[cH:31][cH:32][cH:33][c:34]1[Cl:35]>>[CH3:1][O:2][C:3]([CH:4]([NH:5][C:26](=[O:25])[c:28]1[c:29]([Cl:30])[cH:31][cH:32][cH:33][c:34]1[Cl:35])[CH2:6][c:7]1[cH:8][cH:9][c:10]([NH:13][C:14](=[O:15])[c:16]2[c:17]([Cl:23])[cH:18][cH:19][cH:20][c:21]2[CH3:22])[cH:11][cH:12]1)=[O:24]. Yields the product COC(=O)C(Cc1ccc(NC(=O)c2c(C)cccc2Cl)cc1)NC(=O)c1c(Cl)cccc1Cl. Reactants: COC(CNC1=CC=C(C=C1)N1C(=NC(=C1)C1=C(C=C(C=C1)Cl)Cl)CC1=CC=C(C=C1)Br)=O ({-4-[2-(4-Bromo-benzyl)-4-(2,4-dichloro-phenyl)-imidazol-1-yl]-phenylamino}-acetic acid methyl ester), C(CCC)OB(O)C1=CC=CC=C1 (butyl-phenyl boronic acid). Yields the product COC(CNC1=CC=C(C=C1)N1C(=NC(=C1)C1=C(C=C(C=C1)Cl)Cl)CC1=CC=C(C=C1)C1=CC=C(C=C1)C(C)CC)=O ({-4-[2-(4′-sec-butyl-biphenyl-4-ylmethyl)-4-(2,4-dichloro-phenyl)-imidazol-1-yl]-phenylamino}-acetic acid methyl ester). RXN SMILES: [CH3:1][O:2][C:3](=[O:33])[CH2:4][NH:5][C:6]1[CH:11]=[CH:10][C:9]([N:12]2[CH:16]=[C:15]([C:17]3[CH:22]=[CH:21][C:20]([Cl:23])=[CH:19][C:18]=3[Cl:24])[N:14]=[C:13]2[CH2:25][C:26]2[CH:31]=[CH:30][C:29](Br)=[CH:28][CH:27]=2)=[CH:8][CH:7]=1.C(OB([C:41]1[CH:46]=[CH:45][CH:44]=[CH:43][CH:42]=1)O)CCC>>[CH3:1][O:2][C:3](=[O:33])[CH2:4][NH:5][C:6]1[CH:11]=[CH:10][C:9]([N:12]2[CH:16]=[C:15]([C:17]3[CH:22]=[CH:21][C:20]([Cl:23])=[CH:19][C:18]=3[Cl:24])[N:14]=[C:13]2[CH2:25][C:26]2[CH:31]=[CH:30][C:29]([C:44]3[CH:43]=[CH:42][C:41]([CH:6]([CH2:7][CH3:8])[CH3:11])=[CH:46][CH:45]=3)=[CH:28][CH:27]=2)=[CH:8][CH:7]=1. Procedure details: {-4-[2-(4-Bromo-benzyl)-4-(2,4-dichloro-phenyl)-imidazol-1-yl]-phenylamino}-acetic acid methyl ester (1.8 g, 3.3 mmol) was coupled with 4-sec butyl-phenyl boronic acid (750 mg, 4.0 mmol) according to general procedure G to give {-4-[2-(4′-sec-butyl-biphenyl-4-ylmethyl)-4-(2,4-dichloro-phenyl)-imidazol-1-yl]-phenylamino}-acetic acid methyl ester. Starting materials: OC1=C(C=O)C=CC=C1 (Hydroxybenzaldehyde), COC(C(=O)O)C1=CC=CC=C1 (methoxyphenylacetic acid), C(C)(=O)OC(C)=O (acetic anhydride), CN(C)C (trimethylamine). Product: COC(C(=O)O)=C(C1=C(C=CC=C1)C1=CC=CC=C1)O (α-methoxyphenyl-hydroxy-cinnamic acid). Reaction SMILES: O[C:2]1[CH:9]=[CH:8][CH:7]=[CH:6][C:3]=1C=O.C[O:11][CH:12]([C:16]1[CH:21]=[CH:20][CH:19]=[CH:18][CH:17]=1)[C:13]([OH:15])=O.[C:22]([O:25]C(=O)C)(=[O:24])C.[CH3:29]N(C)C>>[CH3:29][O:15][C:13](=[C:12]([OH:11])[C:16]1[CH:21]=[CH:20][CH:19]=[CH:18][C:17]=1[C:2]1[CH:3]=[CH:6][CH:7]=[CH:8][CH:9]=1)[C:22]([OH:25])=[O:24]. Procedure details: Hydroxybenzaldehyde is mixed with methoxyphenylacetic acid and the resulting mixture is reacted with acetic anhydride and trimethylamine, to obtain α-methoxyphenyl-hydroxy-cinnamic acid. When this compound is acetylated by heating in a nitrogen gas atmosphere in the presence of quinoline and copper chromite, acetoxy-methoxy-stilbene is formed. Then, this stilbene derivative is catalytically reduced and hydrolyzed with an alkali to obtain 3-hydroxy-5 -methoxybibenzyl. Reactants: N1C=CC2=CC=CC=C12 (indole), [C@@H]1([C@@H](CCCC1)N)N (trans-1,2-cyclohexanediamine), ClC1=CC=C(C=C1)C (4-chlorotoluene), [O-]P(=O)([O-])[O-].[K+].[K+].[K+] (K3PO4). The reagents and catalysts are [Cu]I (CuI). Solvent: CCCCCC.C(C)(=O)OCC (hexane ethyl acetate). Yields the product CC1=CC=C(C=C1)N1C=CC2=CC=CC=C12 (1-(4-methylphenyl)-indole). RXN SMILES: [NH:1]1[C:9]2[C:4](=[CH:5][CH:6]=[CH:7][CH:8]=2)[CH:3]=[CH:2]1.Cl[C:11]1[CH:16]=[CH:15][C:14]([CH3:17])=[CH:13][CH:12]=1.[O-]P([O-])([O-])=O.[K+].[K+].[K+].[C@@H]1(N)CCCC[C@H]1N>[Cu]I.CCCCCC.C(OCC)(=O)C>[CH3:17][C:14]1[CH:15]=[CH:16][C:11]([N:1]2[C:9]3[C:4](=[CH:5][CH:6]=[CH:7][CH:8]=3)[CH:3]=[CH:2]2)=[CH:12][CH:13]=1 |f:2.3.4.5,8.9|. Procedure details: Using the general procedure outlined in Example 63, indole (0.117 g, 1.00 mmol) was coupled with 4-chlorotoluene (1 mL, 8.45 mmol) using CuI (9.5 mg, 0.050 mmol, 5.0 mol %), K3PO4 (2.1 mmol) and trans-1,2-cyclohexanediamine (24 μL, 0.20 mmol, 20 mol %) to give the crude product. Column chromatography (2×15 cm, hexane:ethyl acetate 50:1) provided 0.066 g (32% GC yield) of the product as a white solid. This product was pure by 1H NMR when compared to the known spectra. Reactants: CC(=O)O[BH-](OC(C)=O)OC(C)=O, CC(=O)O, CS(=O)(=O)Nc1cc(C(O)CN)ccc1O, [Na+], CC(C)(C)OC(=O)CN1C(=O)SC(Cc2ccc(N3CCC(=O)CC3)cc2)C1=O, CN(C)C=O. Yields the product CC(C)(C)OC(=O)CN1C(=O)SC(Cc2ccc(N3CCC(NCC(O)c4ccc(O)c(NS(C)(=O)=O)c4)CC3)cc2)C1=O. As a reaction SMILES: [C:50]([O:51][BH-:52]([O:53][C:54](=[O:55])[CH3:56])[O:57][C:58](=[O:59])[CH3:60])(=[O:61])[CH3:62].[CH3:1][C:2](=[O:3])[OH:4].[NH2:5][CH2:6][CH:7]([OH:8])[c:9]1[cH:10][cH:11][c:12]([OH:20])[c:13]([NH:15][S:16](=[O:17])(=[O:18])[CH3:19])[cH:14]1.[Na+:63].[O:21]=[C:22]1[S:23][CH:24]([CH2:36][c:37]2[cH:38][cH:39][c:40]([N:43]3[CH2:44][CH2:45][C:46](=[O:49])[CH2:47][CH2:48]3)[cH:41][cH:42]2)[C:25](=[O:35])[N:26]1[CH2:27][C:28](=[O:29])[O:30][C:31]([CH3:32])([CH3:33])[CH3:34].[O:64]=[CH:65][N:66]([CH3:67])[CH3:68]>>[NH:5]([CH2:6][CH:7]([OH:8])[c:9]1[cH:10][cH:11][c:12]([OH:20])[c:13]([NH:15][S:16](=[O:17])(=[O:18])[CH3:19])[cH:14]1)[CH:46]1[CH2:45][CH2:44][N:43]([c:40]2[cH:39][cH:38][c:37]([CH2:36][CH:24]3[S:23][C:22](=[O:21])[N:26]([CH2:27][C:28](=[O:29])[O:30][C:31]([CH3:32])([CH3:33])[CH3:34])[C:25]3=[O:35])[cH:42][cH:41]2)[CH2:48][CH2:47]1.